From a dataset of the Open Reaction Database (ORD), a public repository of structured organic reaction records. describe an organic reaction: reactants, conditions, products, and yield Reactants: borane ester, PdCl2[dppf], C1(=CC=CC=C1)C1OBOC1 (4-phenyl-1,3,2-dioxaborolane), C1(=CC=CC=C1)C(CO)O (phenyl-1,2-ethanediol), CSC.B (borane dimethylsulfide), IC1=CC2=C(C=C1)OCO2 (1-iodo-3,4-methylenedioxybenzene), reaction solution. Run in O1CCOCC1 (dioxane), O1CCOCC1 (dioxane), O1CCOCC1 (dioxane), C(C)N(CC)CC (triethylamine), C(Cl)Cl (CH2Cl2). Run at temperature 80 celsius. The product is C1(=CC=CC=C1)C1OB(OC1)C1=CC2=C(OCO2)C=C1 (5-(4-phenyl-1,3,2-dioxaborolan-2-yl)-1,3-benzodioxole). RXN SMILES: [C:1]1([CH:7]2[CH2:11][O:10][BH:9][O:8]2)[CH:6]=[CH:5][CH:4]=[CH:3][CH:2]=1.C1(C(O)CO)C=CC=CC=1.CSC.B.I[C:27]1[CH:32]=[CH:31][C:30]2[O:33][CH2:34][O:35][C:29]=2[CH:28]=1>O1CCOCC1.C(N(CC)CC)C.C(Cl)Cl>[C:1]1([CH:7]2[CH2:11][O:10][B:9]([C:27]3[CH:32]=[CH:31][C:30]4[O:33][CH2:34][O:35][C:29]=4[CH:28]=3)[O:8]2)[CH:2]=[CH:3][CH:4]=[CH:5][CH:6]=1 |f:2.3|. Procedure: The 4-phenyl-1,3,2-dioxaborolane was first prepared by reaction of 236 mg phenyl-1,2-ethanediol (1.7 mmol) with borane dimethylsulfide adduct (0.15 ml, 1.5 mmol) in 2 ml of dioxane. A stock solution of the catalyst in dioxane was made by heating 250 mg PdCl2[dppf].CH2Cl2 with triethylamine (4.5 ml) at 80° C. for 20 h in 40 ml dioxane. To this solution was added 2.48 g (10 mmol) of 1-iodo-3,4-methylenedioxybenzene. 4.8 ml of this reaction solution was then placed in the reaction tube containing t... The reactants are C1(=CC=CC=C1)P(C1=CC=CC=C1)C1=CC=CC=C1 (triphenylphosphine), O=[O+][O-] (ozone), O=O (oxygen), ClC=1C(=C2N=C(C(=NC2=CC1Cl)OC)OC)C=C (6,7-dichloro-2,3-dimethoxy-5-ethenylquinoxaline). Solvent: C(Cl)(Cl)Cl (chloroform). Conditions: time 16 hour. Yields the product ClC=1C(=C2N=C(C(=NC2=CC1Cl)OC)OC)C=O (6,7-dichloro-2,3-dimethoxy-5-formylquinoxaline). Yield: 90.0%. RXN SMILES: O=[O+][O-].[O:4]=O.[Cl:6][C:7]1[C:8]([CH:22]=C)=[C:9]2[C:14](=[CH:15][C:16]=1[Cl:17])[N:13]=[C:12]([O:18][CH3:19])[C:11]([O:20][CH3:21])=[N:10]2.C1(P(C2C=CC=CC=2)C2C=CC=CC=2)C=CC=CC=1>C(Cl)(Cl)Cl>[Cl:6][C:7]1[C:8]([CH:22]=[O:4])=[C:9]2[C:14](=[CH:15][C:16]=1[Cl:17])[N:13]=[C:12]([O:18][CH3:19])[C:11]([O:20][CH3:21])=[N:10]2. Reported procedure: A mixture of ozone and oxygen was bubbled gently through a stirred solution of 6,7-dichloro-2,3-dimethoxy-5-ethenylquinoxaline (1.76 g, 6.2 mmol) in chloroform (200 mL) at -60° C. until a blue colour persisted. The solution was purged with nitrogen, and then triphenylphosphine (3.23 g, 12.3 mmol) was added. The mixture was allowed to warm to room temperature and stirred for a further 16 hours. The chloroform was removed under reduced pressure and the residue purified by flash chromatography (elu... Starting materials: C1(=CC=CC=C1)CNCCNC=1C=C(C=CC1)NC(C)=O (N-[3-[[2-[(phenylmethyl)amino]ethyl]amino]phenyl]acetamide), BrC(C(=O)N)CBr (2,3-dibromopropanamide). Product: C(C)(=O)NC=1C=C(C=CC1)N1CC(N(CC1)CC1=CC=CC=C1)C(=O)N (4-[3-(Acetylamino)phenyl]-1-(phenylmethyl)-2-piperazinecarboxamide). Reaction SMILES: [C:1]1([CH2:7][NH:8][CH2:9][CH2:10][NH:11][C:12]2[CH:13]=[C:14]([NH:18][C:19](=[O:21])[CH3:20])[CH:15]=[CH:16][CH:17]=2)[CH:6]=[CH:5][CH:4]=[CH:3][CH:2]=1.Br[CH:23]([CH2:27]Br)[C:24]([NH2:26])=[O:25]>>[C:19]([NH:18][C:14]1[CH:13]=[C:12]([N:11]2[CH2:10][CH2:9][N:8]([CH2:7][C:1]3[CH:2]=[CH:3][CH:4]=[CH:5][CH:6]=3)[CH:23]([C:24]([NH2:26])=[O:25])[CH2:27]2)[CH:17]=[CH:16][CH:15]=1)(=[O:21])[CH3:20]. Procedure details: In a manner similar to Preparation 1, react N-[3-[[2-[(phenylmethyl)amino]ethyl]amino]phenyl]acetamide (25.6 g, 90.4 mmol) with 2,3-dibromopropanamide (41.8 g, 180.8 mmol) to obtain the titlecompound. Starting materials: Cc1ccccc1[Li] (effective_coupling_partner), COc1ccc3c(c1)c2ccccc2n3C (substrate). The reagents and catalysts are SIMes. Run at temperature 90 celsius, time 12 hour. Yields the product Cc1ccccc1c2ccc4c(c2)c3ccccc3n4C.